The task is: describe an organic reaction: reactants, conditions, products, and yield. This data is from the Open Reaction Database (ORD), a public repository of structured organic reaction records. The reactants are CC(C)(C)O, BrCCc1ccc(OCc2ccccc2)cc1, [Na+], [Na+], O, O=S([O-])[O-]. Yields the product O=S(=O)([O-])CCc1ccc(OCc2ccccc2)cc1, [Na+]. As a reaction SMILES: [C:24]([OH:25])([CH3:26])([CH3:27])[CH3:28].[CH2:1]([c:2]1[cH:3][cH:4][cH:5][cH:6][cH:7]1)[O:8][c:9]1[cH:10][cH:11][c:12]([CH2:13][CH2:14][Br:15])[cH:16][cH:17]1.[Na+:22].[Na+:23].[OH2:29].[S:18](=[O:19])([O-:20])[O-:21]>>[CH2:1]([c:2]1[cH:3][cH:4][cH:5][cH:6][cH:7]1)[O:8][c:9]1[cH:10][cH:11][c:12]([CH2:13][CH2:14][S:18](=[O:19])(=[O:20])[O-:21])[cH:16][cH:17]1.[Na+:22]. Reactants: C(C)OC(C(CC1=CC=C(C=C1)O)(C)OC1=CC2=C(OCO2)C=C1)=O (2-(benzo[1,3]dioxol-5-yloxy)-3-(4-hydroxy-phenyl)-2-methyl-propionic acid ethyl ester), CC1=C(N=C(O1)C1(CCCCC1)C)CCOS(=O)(=O)C1=CC=C(C=C1)C (toluene-4-sulfonic acid 2-[5-methyl-2-(1-methylcyclohexyl)oxazol-4-yl]-ethyl ester). Yields the product O1COC2=C1C=CC(=C2)OC(C(=O)O)(CC2=CC=C(C=C2)OCCC=2N=C(OC2C)C2(CCCCC2)C)C (2-(Benzo[1,3]dioxol-5-yloxy)-2-methyl-3-(4-{2-[5-methyl-2-(1-methyl-cyclohexyl)-oxazol-4-yl]-ethoxy}-phenyl)-propionic acid). Reaction SMILES: C([O:3][C:4](=[O:25])[C:5]([O:15][C:16]1[CH:24]=[CH:23][C:19]2[O:20][CH2:21][O:22][C:18]=2[CH:17]=1)([CH3:14])[CH2:6][C:7]1[CH:12]=[CH:11][C:10](O)=[CH:9][CH:8]=1)C.[CH3:26][C:27]1[O:31][C:30]([C:32]2([CH3:38])[CH2:37][CH2:36][CH2:35][CH2:34][CH2:33]2)=[N:29][C:28]=1[CH2:39][CH2:40][O:41]S(C1C=CC(C)=CC=1)(=O)=O>>[O:20]1[C:19]2[CH:23]=[CH:24][C:16]([O:15][C:5]([CH3:14])([CH2:6][C:7]3[CH:12]=[CH:11][C:10]([O:41][CH2:40][CH2:39][C:28]4[N:29]=[C:30]([C:32]5([CH3:38])[CH2:33][CH2:34][CH2:35][CH2:36][CH2:37]5)[O:31][C:27]=4[CH3:26])=[CH:9][CH:8]=3)[C:4]([OH:25])=[O:3])=[CH:17][C:18]=2[O:22][CH2:21]1. Procedure: The title compound was prepared from 2-(benzo[1,3]dioxol-5-yloxy)-3-(4-hydroxy-phenyl)-2-methyl-propionic acid ethyl ester and toluene-4-sulfonic acid 2-[5-methyl-2-(1-methylcyclohexyl)oxazol-4-yl]-ethyl ester using the procedure of Example 78. 1H NMR (400 MHz, CDCl3) δ 7.17 (d, 2H, J=8.60 Hz), 6.79 (d, 2H, J=8.60 Hz), 6.65 (d, 1H, J=8.21 Hz), 6.47 (d, 1H, J=2.35 Hz), 6.37 (dd, 1H, J=8.21 Hz, J=2.35 Hz), 5.92 (d, 2H, J=0.78 Hz), 4.14 (t, 2H, J=6.25 Hz), 3.19 (d, 1H, J=14.08 Hz), 3.07 (d, 1H, J=1...